Dataset: the Open Reaction Database (ORD), a public repository of structured organic reaction records. Task: describe an organic reaction: reactants, conditions, products, and yield Starting materials: C(C)(C)(C)OC(=O)N[C@@H]1C(N(C2=C(C(C1)O)C=CC=C2)CC(=O)OCC)=O (3-(S)-t-butyloxycarbonylamino-1-ethoxycarbonylmethyl-5-hydroxy-2,3,4,5-tetrahydro-1H-[1]benzazepine-2-one), C(C)(=O)OC(C)=O (acetic anhydride). The product is C(C)(=O)OC1C[C@@H](C(N(C2=C1C=CC=C2)CC(=O)OCC)=O)NC(=O)OC(C)(C)C (5-acetoxy-3-(S)-t-butyloxycarbonylamino-1-ethoxycarbonylmethyl-2,3,4,5-tetrahydro-1H-[1]benzazepin-2-one). RXN SMILES: [C:1]([O:5][C:6]([NH:8][C@H:9]1[CH2:15][CH:14]([OH:16])[C:13]2[CH:17]=[CH:18][CH:19]=[CH:20][C:12]=2[N:11]([CH2:21][C:22]([O:24][CH2:25][CH3:26])=[O:23])[C:10]1=[O:27])=[O:7])([CH3:4])([CH3:3])[CH3:2].[C:28](OC(=O)C)(=[O:30])[CH3:29]>>[C:28]([O:16][CH:14]1[C:13]2[CH:17]=[CH:18][CH:19]=[CH:20][C:12]=2[N:11]([CH2:21][C:22]([O:24][CH2:25][CH3:26])=[O:23])[C:10](=[O:27])[C@@H:9]([NH:8][C:6]([O:5][C:1]([CH3:4])([CH3:3])[CH3:2])=[O:7])[CH2:15]1)(=[O:30])[CH3:29]. Procedure: A solution of 3-(S)-t-butyloxycarbonylamino-1-ethoxycarbonylmethyl-5-hydroxy-2,3,4,5-tetrahydro-1H-[1]benzazepine-2-one (previously described, 1.0 g) in acetic anhydride (20 ml) was maintained at 80° for 3 hours. The reaction mixture was cooled to room temperature and the solvents removed under reduced pressure. Ether (100 ml) was added, and the resulting solution washed with water (50 ml) and dried over magnesium sulfate. The solvent was removed under reduced pressure to give 5-acetoxy-3-(S)-t-... Yields the product CC1=C(C(=CC(=C1)C)C)N=C(CC)C1=CC=CC=C1 (Propiophenone 2,4,6-trimethylphenylimine). Reaction SMILES: [CH3:1][C:2]1[CH:8]=[C:7]([CH3:9])[CH:6]=[C:5]([CH3:10])[C:3]=1[NH2:4].[C:11]([C:15]1[CH:20]=[CH:19][CH:18]=[CH:17][CH:16]=1)(=O)[CH2:12][CH3:13].CC1C=CC(S(O)(=O)=O)=CC=1>>[CH3:1][C:2]1[CH:8]=[C:7]([CH3:9])[CH:6]=[C:5]([CH3:10])[C:3]=1[N:4]=[C:11]([C:15]1[CH:20]=[CH:19][CH:18]=[CH:17][CH:16]=1)[CH2:12][CH3:13]. The solvent is hexanes. Reported procedure: 2,4,6-Trimethylaniline (11.5 mL, 82 mmol, Aldrich) was mixed with propiophenone (10 mL, 74.5 mmol, Aldrich) and p-TsOH (1.4 g, 7.3 mmol, Aldrich). The resulting mixture was heated for 2 h at 200° C. under a slow stream of Ar to remove H2O which formed. After cooling to RT the reaction mixture was poured into hexanes (100 mL), filtered, the precipitate washed with additional hexanes (2×100 mL) followed by the evaporation of the filtrate. The residue was filtered through a 9×4.1 cm plug of silica ... Starting materials: CC1=C(N)C(=CC(=C1)C)C (2,4,6-Trimethylaniline), C(CC)(=O)C1=CC=CC=C1 (propiophenone), CC=1C=CC(=CC1)S(=O)(=O)O (p-TsOH). Run at temperature 200 celsius. Conditions: time 8 hour. Yields the product ClC1=CC(=CC(=N1)N1CCC(CC1)NC(OC(C)(C)C)=O)C(=O)NN (tert-Butyl 1-[6-chloro-4-(hydrazinocarbonyl)pyridin-2-yl]piperidin-4-ylcarbamate). The solvent is C(C)(C)O (isopropanol). Isolated yield 87.9%. RXN SMILES: [NH2:1][NH2:2].[C:3]([O:7][C:8]([NH:10][CH:11]1[CH2:16][CH2:15][N:14]([C:17]2[CH:18]=[C:19]([CH:24]=[C:25]([Cl:27])[N:26]=2)[C:20](OC)=[O:21])[CH2:13][CH2:12]1)=[O:9])([CH3:6])([CH3:5])[CH3:4]>C(O)(C)C>[Cl:27][C:25]1[N:26]=[C:17]([N:14]2[CH2:13][CH2:12][CH:11]([NH:10][C:8](=[O:9])[O:7][C:3]([CH3:4])([CH3:5])[CH3:6])[CH2:16][CH2:15]2)[CH:18]=[C:19]([C:20]([NH:1][NH2:2])=[O:21])[CH:24]=1. Procedure: Hydrazine (0.55 ml 17.0 mmol) was added to a solution of methyl 2-{4-[(tert-butoxycarbonyl)amino]piperidin-1-yl}-6-chloroisonicotinate (Intermediate 23, 0.15 g, 0.40 mmol) in isopropanol (3 ml). The mixture was stirred at room temperature overnight then the isopropanol was removed in vacuo to give the title product (130 mg). Starting materials: NN (Hydrazine), C(C)(C)(C)OC(=O)NC1CCN(CC1)C=1C=C(C(=O)OC)C=C(N1)Cl (methyl 2-{4-[(tert-butoxycarbonyl)amino]piperidin-1-yl}-6-chloroisonicotinate), C(C)(C)(C)OC(=O)NC1CCN(CC1)C=1C=C(C(=O)OC)C=C(N1)Cl (methyl 2-{4-[(tert-butoxycarbonyl)amino]piperidin-1-yl}-6-chloroisonicotinate). The reactants are CC(C)OC(=O)/N=N/C(=O)OC(C)C (diisopropylazodicarboxylate), OC1=CC(=C(OCC(=O)OCC)C=C1)C (ethyl (4-hydroxy-2-methylphenoxy)acetate), BrC1=CC=CC(=N1)C(COCC)O (1-(6-bromo-2-pyridinyl)-2-(ethyloxy)ethanol), C1(=CC=CC=C1)P(C1=CC=CC=C1)C1=CC=CC=C1 (triphenylphosphine). The solvent is C1CCOC1 (THF), C1CCOC1 (THF). The product is BrC1=CC=CC(=N1)C(COCC)OC1=CC(=C(C=C1)OCC(=O)OCC)C (Ethyl [(4-{[1-(6-bromo-2-pyridinyl)-2-(ethyloxy)ethyl]oxy}-2-methylphenyl)oxy]acetate). Yield: 63.1%. Reaction SMILES: CC(OC(/N=N/C(OC(C)C)=O)=O)C.[OH:15][C:16]1[CH:28]=[CH:27][C:19]([O:20][CH2:21][C:22]([O:24][CH2:25][CH3:26])=[O:23])=[C:18]([CH3:29])[CH:17]=1.[Br:30][C:31]1[N:36]=[C:35]([CH:37](O)[CH2:38][O:39][CH2:40][CH3:41])[CH:34]=[CH:33][CH:32]=1.C1(P(C2C=CC=CC=2)C2C=CC=CC=2)C=CC=CC=1>C1COCC1>[Br:30][C:31]1[N:36]=[C:35]([CH:37]([O:15][C:16]2[CH:28]=[CH:27][C:19]([O:20][CH2:21][C:22]([O:24][CH2:25][CH3:26])=[O:23])=[C:18]([CH3:29])[CH:17]=2)[CH2:38][O:39][CH2:40][CH3:41])[CH:34]=[CH:33][CH:32]=1. Reported procedure: A solution of diisopropylazodicarboxylate (0.96 mL, 4.89 mmol) in dry THF (35 mL) was added drop-wise, under nitrogen, over 2 h (using a syringe pump) to a solution of ethyl (4-hydroxy-2-methylphenoxy)acetate (735 mg, 3.50 mmol), 1-(6-bromo-2-pyridinyl)-2-(ethyloxy)ethanol (860 mg, 3.49 mmol) and triphenylphosphine (1.28 g, 4.88 mmol) in dry THF (35 mL) at 0° C. The resulting mixture was stirred under nitrogen and gradually allowed to warm to room temperature over 21 h. The solvent was then remo... Starting materials: Example 1 ( 4 ), C1(CCCCC1)C(OC1=CC=C(C(=O)O)C=C1)C1=C(OC(=C1)C1=CC=C(C=C1)C(F)(F)F)C(C)C (4-(cyclohexyl{2-isopropyl-5-[4-(trifluoromethyl)phenyl]-3-furyl}methoxy)benzoic acid), CNCCC(=O)OCC (ethyl 3-(methylamino)propanoate). The product is C1(CCCCC1)C(OC1=CC=C(C(=O)N(CCC(=O)O)C)C=C1)C1=C(OC(=C1)C1=CC=C(C=C1)C(F)(F)F)C(C)C (3-{[4-(cyclohexyl{2-isopropyl-5-[4-(trifluoromethyl)phenyl]-3-furyl}methoxy)benzoyl](methyl)amino}propanoic acid). Isolated yield 24.9%. As a reaction SMILES: [CH:1]1([CH:7]([C:18]2[CH:22]=[C:21]([C:23]3[CH:28]=[CH:27][C:26]([C:29]([F:32])([F:31])[F:30])=[CH:25][CH:24]=3)[O:20][C:19]=2[CH:33]([CH3:35])[CH3:34])[O:8][C:9]2[CH:17]=[CH:16][C:12]([C:13](O)=[O:14])=[CH:11][CH:10]=2)[CH2:6][CH2:5][CH2:4][CH2:3][CH2:2]1.[CH3:36][NH:37][CH2:38][CH2:39][C:40]([O:42]CC)=[O:41]>>[CH:1]1([CH:7]([C:18]2[CH:22]=[C:21]([C:23]3[CH:28]=[CH:27][C:26]([C:29]([F:32])([F:30])[F:31])=[CH:25][CH:24]=3)[O:20][C:19]=2[CH:33]([CH3:35])[CH3:34])[O:8][C:9]2[CH:10]=[CH:11][C:12]([C:13]([N:37]([CH3:36])[CH2:38][CH2:39][C:40]([OH:42])=[O:41])=[O:14])=[CH:16][CH:17]=2)[CH2:6][CH2:5][CH2:4][CH2:3][CH2:2]1. Procedure: An operation similar to that in Example 1 (4) was performed using 4-(cyclohexyl{2-isopropyl-5-[4-(trifluoromethyl)phenyl]-3-furyl}methoxy)benzoic acid (195 mg) as well as ethyl 3-(methylamino)propanoate (63 mg) to give the title compound (57 mg, 25%) as an amorphous compound.